This data is from the Open Reaction Database (ORD), a public repository of structured organic reaction records. The task is: describe an organic reaction: reactants, conditions, products, and yield Starting materials: C1CCOC1, CC(=O)Cl, CCCCCCCCCCCc1nc(N)n[nH]1. The product is CCCCCCCCCCCc1nc(N)n(C(C)=O)n1. Reaction SMILES: [CH2:22]1[O:23][CH2:24][CH2:25][CH2:26]1.[CH3:1][C:2]([Cl:3])=[O:4].[NH2:5][c:6]1[n:7][nH:8][c:9]([CH2:11][CH2:12][CH2:13][CH2:14][CH2:15][CH2:16][CH2:17][CH2:18][CH2:19][CH2:20][CH3:21])[n:10]1>>[CH3:1][C:2](=[O:4])[n:7]1[c:6]([NH2:5])[n:10][c:9]([CH2:11][CH2:12][CH2:13][CH2:14][CH2:15][CH2:16][CH2:17][CH2:18][CH2:19][CH2:20][CH3:21])[n:8]1. The reactants are CSc1ccc(O)cc1, CCOCC, CC(C)N1CCN(Cc2ccc(F)c(C=O)c2)CC1, [K+], [K+], O=C([O-])[O-], CN(C)C=O. Product: CSc1ccc(Oc2ccc(CN3CCN(C(C)C)CC3)cc2C=O)cc1. Reaction SMILES: [CH3:20][S:21][c:22]1[cH:23][cH:24][c:25]([OH:28])[cH:26][cH:27]1.[CH3:40][CH2:41][O:42][CH2:43][CH3:44].[F:1][c:2]1[c:3]([CH:4]=[O:5])[cH:6][c:7]([CH2:10][N:11]2[CH2:12][CH2:13][N:14]([CH:17]([CH3:18])[CH3:19])[CH2:15][CH2:16]2)[cH:8][cH:9]1.[K+:29].[K+:30].[O-:31][C:32]([O-:33])=[O:34].[O:35]=[CH:36][N:37]([CH3:38])[CH3:39]>>[c:2]1([O:28][c:25]2[cH:24][cH:23][c:22]([S:21][CH3:20])[cH:27][cH:26]2)[c:3]([CH:4]=[O:5])[cH:6][c:7]([CH2:10][N:11]2[CH2:12][CH2:13][N:14]([CH:17]([CH3:18])[CH3:19])[CH2:15][CH2:16]2)[cH:8][cH:9]1. Starting materials: CCCCOC(=O)C=Cc1ccc2nc(C3(NC(=O)c4ccc5c(C6CCCC6)c(-c6ncc(Br)cn6)n(C)c5c4)CCC3)n(C)c2c1, C1CCOC1, CO, CC(=O)O, [Na+], [OH-]. Yields the product Cn1c(C2(NC(=O)c3ccc4c(C5CCCC5)c(-c5ncc(Br)cn5)n(C)c4c3)CCC2)nc2ccc(C=CC(=O)O)cc21. RXN SMILES: [Br:1][c:2]1[cH:3][n:4][c:5](-[c:8]2[n:9]([CH3:48])[c:10]3[cH:11][c:12]([C:22](=[O:23])[NH:24][C:25]4([c:29]5[n:30][c:31]6[c:32]([n:33]5[CH3:34])[cH:35][c:36]([CH:39]=[CH:40][C:41](=[O:42])[O:43][CH2:44][CH2:45][CH2:46][CH3:47])[cH:37][cH:38]6)[CH2:26][CH2:27][CH2:28]4)[cH:13][cH:14][c:15]3[c:16]2[CH:17]2[CH2:18][CH2:19][CH2:20][CH2:21]2)[n:6][cH:7]1.[CH2:57]1[O:58][CH2:59][CH2:60][CH2:61]1.[CH3:49][OH:50].[CH3:53][C:54](=[O:55])[OH:56].[Na+:52].[OH-:51]>>[Br:1][c:2]1[cH:3][n:4][c:5](-[c:8]2[n:9]([CH3:48])[c:10]3[cH:11][c:12]([C:22](=[O:23])[NH:24][C:25]4([c:29]5[n:30][c:31]6[c:32]([n:33]5[CH3:34])[cH:35][c:36]([CH:39]=[CH:40][C:41](=[O:42])[OH:43])[cH:37][cH:38]6)[CH2:26][CH2:27][CH2:28]4)[cH:13][cH:14][c:15]3[c:16]2[CH:17]2[CH2:18][CH2:19][CH2:20][CH2:21]2)[n:6][cH:7]1. Starting materials: Cc1ccccc1, CC(C)O, CC(C)(C)OC(=O)N1CCOc2nc(Cl)ccc2C1, [H-], [Na+], O=C(C=Cc1ccccc1)C=Cc1ccccc1, O=C(C=Cc1ccccc1)C=Cc1ccccc1, O=C(C=Cc1ccccc1)C=Cc1ccccc1, O, [Pd], [Pd]. Product: CC(C)Oc1ccc2c(n1)OCCN(C(=O)OC(C)(C)C)C2. As a reaction SMILES: [CH3:27][c:28]1[cH:29][cH:30][cH:31][cH:32][cH:33]1.[CH:1]([CH3:2])([CH3:3])[OH:4].[Cl:7][c:8]1[cH:9][cH:10][c:11]2[c:17]([n:18]1)[O:16][CH2:15][CH2:14][N:13]([C:19](=[O:20])[O:21][C:22]([CH3:23])([CH3:24])[CH3:25])[CH2:12]2.[H-:5].[Na+:6].[O:36]=[C:37]([CH:38]=[CH:39][c:40]1[cH:41][cH:42][cH:43][cH:44][cH:45]1)[CH:46]=[CH:47][c:48]1[cH:49][cH:50][cH:51][cH:52][cH:53]1.[O:54]=[C:55]([CH:56]=[CH:57][c:58]1[cH:59][cH:60][cH:61][cH:62][cH:63]1)[CH:64]=[CH:65][c:66]1[cH:67][cH:68][cH:69][cH:70][cH:71]1.[O:72]=[C:73]([CH:74]=[CH:75][c:76]1[cH:77][cH:78][cH:79][cH:80][cH:81]1)[CH:82]=[CH:83][c:84]1[cH:85][cH:86][cH:87][cH:88][cH:89]1.[OH2:26].[Pd:34].[Pd:35]>>[CH:1]([CH3:2])([CH3:3])[O:4][c:8]1[cH:9][cH:10][c:11]2[c:17]([n:18]1)[O:16][CH2:15][CH2:14][N:13]([C:19](=[O:20])[O:21][C:22]([CH3:23])([CH3:24])[CH3:25])[CH2:12]2.